From a dataset of the Open Reaction Database (ORD), a public repository of structured organic reaction records. describe an organic reaction: reactants, conditions, products, and yield The yield is 22.0%. Conditions: time 48 hour. Starting materials: OC1=CN=CC(=N1)C(=O)O (6-hydroxy-pyrazinoic acid), 6-alkoxypyrazinoic ester, OC1=CN=CC(=N1)C(=O)O (6-hydroxypyrazinoic acid), C1CCOC1 (THF), CO (methanol), alcohol, Cl[Si](C)(C)C (chlorotrimethylsilane), resultant mixture, alcohol. Reported procedure: To 0.42 g (0.003 mol) of 6-hydroxy-pyrazinoic acid suspended in 10 mL of anhydrous methanol was added 4 mL of (0.030 mol) of chlorotrimethylsilane. The resultant mixture was allowed to stir for 48 hours at room temperature during which time the suspension became a solution. It is expected that this procedure may be used to convert 6-hydroxypyrazinoic acid to any 6-alkoxypyrazinoic ester by the use of the appropriate alcohol and, when the alcohol is not a liquid, the use of an inert solvent such ... Product: COC1=CN=CC(=N1)C(=O)OC (methyl 6-methoxypyrazinecarboxylate). Reaction SMILES: O[C:2]1[N:7]=[C:6]([C:8]([OH:10])=[O:9])[CH:5]=[N:4][CH:3]=1.Cl[Si](C)(C)[CH3:13].C1COCC1.[CH3:21][OH:22]>>[CH3:21][O:22][C:2]1[N:7]=[C:6]([C:8]([O:10][CH3:13])=[O:9])[CH:5]=[N:4][CH:3]=1.